From a dataset of the Open Reaction Database (ORD), a public repository of structured organic reaction records. describe an organic reaction: reactants, conditions, products, and yield The reactants are CS(=O)(=O)Cl, ClCCl, COC(=O)c1ccc(CO)cc1. The product is COC(=O)c1ccc(CCl)cc1. As a reaction SMILES: [CH3:13][S:14]([Cl:15])(=[O:16])=[O:17].[Cl:18][CH2:19][Cl:20].[OH:1][CH2:2][c:3]1[cH:4][cH:5][c:6]([C:7](=[O:8])[O:9][CH3:10])[cH:11][cH:12]1>>[CH2:2]([c:3]1[cH:4][cH:5][c:6]([C:7](=[O:8])[O:9][CH3:10])[cH:11][cH:12]1)[Cl:15]. Starting materials: COc1cc2c(c(Cl)c1Cl)C(=O)C(C)(Cc1ccccc1)C2, Cl, O, c1ccncc1. Product: CC1(Cc2ccccc2)Cc2cc(O)c(Cl)c(Cl)c2C1=O. RXN SMILES: [CH2:1]([c:2]1[cH:3][cH:4][cH:5][cH:6][cH:7]1)[C:8]1([CH3:22])[C:9](=[O:21])[c:10]2[c:11]([Cl:20])[c:12]([Cl:19])[c:13]([O:17][CH3:18])[cH:14][c:15]2[CH2:16]1.[ClH:23].[OH2:30].[n:24]1[cH:25][cH:26][cH:27][cH:28][cH:29]1>>[CH2:1]([c:2]1[cH:3][cH:4][cH:5][cH:6][cH:7]1)[C:8]1([CH3:22])[C:9](=[O:21])[c:10]2[c:11]([Cl:20])[c:12]([Cl:19])[c:13]([OH:17])[cH:14][c:15]2[CH2:16]1.